Dataset: the Open Reaction Database (ORD), a public repository of structured organic reaction records. Task: describe an organic reaction: reactants, conditions, products, and yield As a reaction SMILES: [CH3:18][C:19](=[O:20])[OH:21].[F:1][c:2]1[cH:3][cH:4][c:5]([C:8]2=[CH:9][CH:10]3[CH2:11][CH2:12][CH:13]([CH2:14]2)[NH:15]3)[cH:6][cH:7]1.[H:16][H:17].[Pt:22]=[O:23]>>[F:1][c:2]1[cH:3][cH:4][c:5]([CH:8]2[CH2:9][CH:10]3[CH2:11][CH2:12][CH:13]([CH2:14]2)[NH:15]3)[cH:6][cH:7]1. Yields the product Fc1ccc(C2CC3CCC(C2)N3)cc1. The reactants are CC(=O)O, Fc1ccc(C2=CC3CCC(C2)N3)cc1, [H][H], O=[Pt].